This data is from the Open Reaction Database (ORD), a public repository of structured organic reaction records. The task is: describe an organic reaction: reactants, conditions, products, and yield Reactants: [OH-].[Na+] (Sodium hydroxide), FC1=C2C(=CNC2=C(C=C1)C1=NOC(=N1)C=1C=NC(=C(C1)OC)OC(C)C)CCC(=O)OCC (ethyl 3-(4-fluoro-7-{5-[6-[(1-methylethyl)oxy]-5-(methyloxy)-3-pyridinyl]-1,2,4-oxadiazol-3-yl}-1H-indol-3-yl)propanoate), Cl (HCl). The solvent is C1CCOC1 (THF), O (water). Conditions: temperature 90 celsius, time 1 hour. Product: FC1=C2C(=CNC2=C(C=C1)C1=NOC(=N1)C=1C=NC(=C(C1)OC)OC(C)C)CCC(=O)O (3-(4-fluoro-7-{5-[6-[(1-methylethyl)oxy]-5-(methyloxy)-3-pyridinyl]-1,2,4-oxadiazol-3-yl}-1H-indol-3-yl)propanoic acid). Yield: 74.5%. RXN SMILES: [OH-].[Na+].[F:3][C:4]1[CH:12]=[CH:11][C:10]([C:13]2[N:17]=[C:16]([C:18]3[CH:19]=[N:20][C:21]([O:26][CH:27]([CH3:29])[CH3:28])=[C:22]([O:24][CH3:25])[CH:23]=3)[O:15][N:14]=2)=[C:9]2[C:5]=1[C:6]([CH2:30][CH2:31][C:32]([O:34]CC)=[O:33])=[CH:7][NH:8]2.Cl>C1COCC1.O>[F:3][C:4]1[CH:12]=[CH:11][C:10]([C:13]2[N:17]=[C:16]([C:18]3[CH:19]=[N:20][C:21]([O:26][CH:27]([CH3:29])[CH3:28])=[C:22]([O:24][CH3:25])[CH:23]=3)[O:15][N:14]=2)=[C:9]2[C:5]=1[C:6]([CH2:30][CH2:31][C:32]([OH:34])=[O:33])=[CH:7][NH:8]2 |f:0.1|. Procedure details: Sodium hydroxide (30 mg) was added to a solution of ethyl 3-(4-fluoro-7-{5-[6-[(1-methylethyl)oxy]-5-(methyloxy)-3-pyridinyl]-1,2,4-oxadiazol-3-yl}-1H-indol-3-yl)propanoate (D50) (157 mg) in THF (3 mL) and water (3 mL). The reaction mixture was stirred at 90° C. for 1 hour. Then 0.5 M HCl was added until pH was about 6. The solvent was concentrated, and the residue was dissolved in water. The precipitated solid was purified by Mass Directed Auto Prep to afford 3-(4-fluoro-7-{5-[6-[(1-methylethyl... The reactants are ClC1=C2C=NN(C2=C(C(=C1)C(C)=O)C1=CC(=CC(=C1)F)F)C (1-[4-chloro-7-(3,5-difluorophenyl)-1-methyl-1H-indazol-6-yl]ethanone), C(C)(=O)[O-].[NH4+] (ammonium acetate), C(#N)[BH3-].[Na+] (sodium cyanoborohydride). Solvent: CO (methanol), C(C)#N (acetonitrile). Reaction conditions: temperature 65 celsius. Product: ClC1=C2C=NN(C2=C(C(=C1)C(C)N)C1=CC(=CC(=C1)F)F)C (1-[4-Chloro-7-(3,5-difluorophenyl)-1-methyl-1H-indazol-6-yl]ethanamine). RXN SMILES: [Cl:1][C:2]1[CH:10]=[C:9]([C:11](=O)[CH3:12])[C:8]([C:14]2[CH:19]=[C:18]([F:20])[CH:17]=[C:16]([F:21])[CH:15]=2)=[C:7]2[C:3]=1[CH:4]=[N:5][N:6]2[CH3:22].C([O-])(=O)C.[NH4+].C([BH3-])#[N:29].[Na+]>CO.C(#N)C>[Cl:1][C:2]1[CH:10]=[C:9]([CH:11]([NH2:29])[CH3:12])[C:8]([C:14]2[CH:19]=[C:18]([F:20])[CH:17]=[C:16]([F:21])[CH:15]=2)=[C:7]2[C:3]=1[CH:4]=[N:5][N:6]2[CH3:22] |f:1.2,3.4|. Procedure details: A mixture of 1-[4-chloro-7-(3,5-difluorophenyl)-1-methyl-1H-indazol-6-yl]ethanone (0.438 g, 1.36 mmol), ammonium acetate (1.05 g, 13.6 mmol) and sodium cyanoborohydride (0.172 g, 2.73 mmol) in methanol (5 mL) and acetonitrile (5 mL) was heated at 65° C. overnight, in a sealed tube. The mixture was then cooled to room temperature and quenched with sat. sodium bicarbonate, extracted with dichloromethane. The combined extracts were dried over magnesium sulfate and evaporated to dryness to give the ... Reactants: O1CCOCC1.Cl (hydrogen chloride-1,4-dioxane), C(C)(C)(C)OC(=O)NC1=CC=C(C=C1)CCN1CCC(CC1)CC1=C(C=CC(=C1)OC)Br (2-(4-tert-butoxycarbonylaminophenyl)ethyl-4-(2-bromo-5-methoxybenzyl)piperidine). Run at time 2 hour. The product is Cl.NC1=CC=C(CCN2CCC(CC2)CC2=C(C=CC(=C2)OC)Br)C=C1 (N-(4-aminophenethyl)-4-(2-bromo-5-methoxybenzyl)-piperidine hydrochloride). The yield is 93.0%. RXN SMILES: O1CCOCC1.[ClH:7].C(OC([NH:15][C:16]1[CH:21]=[CH:20][C:19]([CH2:22][CH2:23][N:24]2[CH2:29][CH2:28][CH:27]([CH2:30][C:31]3[CH:36]=[C:35]([O:37][CH3:38])[CH:34]=[CH:33][C:32]=3[Br:39])[CH2:26][CH2:25]2)=[CH:18][CH:17]=1)=O)(C)(C)C>>[ClH:7].[NH2:15][C:16]1[CH:17]=[CH:18][C:19]([CH2:22][CH2:23][N:24]2[CH2:25][CH2:26][CH:27]([CH2:30][C:31]3[CH:36]=[C:35]([O:37][CH3:38])[CH:34]=[CH:33][C:32]=3[Br:39])[CH2:28][CH2:29]2)=[CH:20][CH:21]=1 |f:0.1,3.4|. Procedure details: To a 4N hydrogen chloride-1,4-dioxane solution (5 ml) was added 2-(4-tert-butoxycarbonylaminophenyl)ethyl-4-(2-bromo-5-methoxybenzyl)piperidine (580 mg, 1.15 mmol) in small portions at room temperature, and the reaction mixture was stirred as it was for 2 hours. After the solvent was distilled off under reduced pressure, the residue was suspended in ethyl acetate-diethyl ether, and the precipitate was collected by filtration and washed with diethyl ether to obtain the title compound (509 mg, 93%... Reactants: [O-]CC.[Na+] (sodium ethoxide), CN(/C=C/C(=O)C=1C=C(C2=CC(=CC=C2C1)OC)N1CCN(CC1)C(=O)OC(C)(C)C)C ((E)-tert-butyl 4-(3-(3-(dimethylamino)acryloyl)-7-methoxynaphthalen-1-yl)piperazine-1-carboxylate), Cl.CN(C(=N)N)N (methyl amino guanidine hydrochloride), [O-]CC.[Na+] (sodium ethoxide). The solvent is C(C)O (ethanol), C(C)O (ethanol). Product: COC1=CC=C2C=C(C=C(C2=C1)N1CCN(CC1)C(=O)OC(C)(C)C)C1=NC(=NC=C1)NC (tert-butyl 4-(7-methoxy-3-(2-(methylamino)pyrimidin-4-yl)naphthalen-1-yl)piperazine-1-carboxylate). Reaction SMILES: CN(C)/[CH:3]=[CH:4]/[C:5]([C:7]1[CH:8]=[C:9]([N:19]2[CH2:24][CH2:23][N:22]([C:25]([O:27][C:28]([CH3:31])([CH3:30])[CH3:29])=[O:26])[CH2:21][CH2:20]2)[C:10]2[C:15]([CH:16]=1)=[CH:14][CH:13]=[C:12]([O:17][CH3:18])[CH:11]=2)=O.Cl.[CH3:34][N:35](N)[C:36]([NH2:38])=[NH:37].[O-]CC.[Na+]>C(O)C>[CH3:18][O:17][C:12]1[CH:11]=[C:10]2[C:15]([CH:16]=[C:7]([C:5]3[CH:4]=[CH:3][N:38]=[C:36]([NH:35][CH3:34])[N:37]=3)[CH:8]=[C:9]2[N:19]2[CH2:20][CH2:21][N:22]([C:25]([O:27][C:28]([CH3:30])([CH3:31])[CH3:29])=[O:26])[CH2:23][CH2:24]2)=[CH:14][CH:13]=1 |f:1.2,3.4|. Reported procedure: To a solution of tert-butyl 4-(3-(3-(dimethylamino)acryloyl)-7-methoxynaphthalen-1-yl)piperazine-1-carboxylate 108 (1.5 g) in ethanol (50 ml) was added methyl amino guanidine hydrochloride (0.75 g) and 21% wt sodium ethoxide in ethanol (1 ml). The reaction was stirred at reflux for 2 days, and more sodium ethoxide (0.5 ml) was added to the reaction. The reaction was allowed to reflux overnight. The solvents were concentrated under reduced pressure and the residue was redissolved in ethyl acetate... The reactants are O, O=[N+]([O-])O, O=S1(=O)C=Cc2ccccc21, O=S(=O)(O)O. Product: O=[N+]([O-])c1ccc2c(c1)S(=O)(=O)C=C2. As a reaction SMILES: [OH2:21].[OH:1][N+:2]([O-:3])=[O:4].[S:10]1(=[O:19])(=[O:20])[CH:11]=[CH:12][c:13]2[c:14]1[cH:15][cH:16][cH:17][cH:18]2.[S:5](=[O:6])(=[O:7])([OH:8])[OH:9]>>[O-:1][N+:2](=[O:4])[c:16]1[cH:15][c:14]2[c:13]([cH:18][cH:17]1)[CH:12]=[CH:11][S:10]2(=[O:19])=[O:20]. Reactants: C1CCOC1, Nc1cc(Cl)c(Sc2ccc3ccccc3c2)c(Cl)c1, O=S(=O)(Cl)c1c(Cl)nc2sccn12, c1ccncc1. Product: O=S(=O)(Nc1cc(Cl)c(Sc2ccc3ccccc3c2)c(Cl)c1)c1c(Cl)nc2sccn12. RXN SMILES: [CH2:40]1[O:41][CH2:42][CH2:43][CH2:44]1.[Cl:1][c:2]1[cH:3][c:4]([NH2:20])[cH:5][c:6]([Cl:19])[c:7]1[S:8][c:9]1[cH:10][c:11]2[cH:12][cH:13][cH:14][cH:15][c:16]2[cH:17][cH:18]1.[Cl:27][c:28]1[n:29][c:30]2[s:31][cH:32][cH:33][n:34]2[c:35]1[S:36](=[O:37])(=[O:38])[Cl:39].[cH:21]1[cH:22][cH:23][n:24][cH:25][cH:26]1>>[Cl:1][c:2]1[cH:3][c:4]([NH:20][S:36]([c:35]2[c:28]([Cl:27])[n:29][c:30]3[s:31][cH:32][cH:33][n:34]32)(=[O:37])=[O:38])[cH:5][c:6]([Cl:19])[c:7]1[S:8][c:9]1[cH:10][c:11]2[cH:12][cH:13][cH:14][cH:15][c:16]2[cH:17][cH:18]1. Starting materials: N1(CCNCC1)C1=CC(NC=N1)=O (6-piperazin-1-yl-3H-pyrimidin-4-one), N1(CCNCC1)C1=CC(NC=N1)=O (6-piperazin-1-yl-3H-pyrimidin-4-one), ClC=1C=C(C(=C(C=O)C1)O)C (5-chloro-2-hydroxy-3-methylbenzaldehyde). Product: ClC=1C=C(C(=C(CN2CCN(CC2)C2=CC(NC=N2)=O)C1)O)C (6-[4-(5-Chloro-2-hydroxy-3-methyl-benzyl)-piperazin-1-yl]-3H-pyrimidin-4-one). Reaction SMILES: [N:1]1([C:7]2[N:12]=[CH:11][NH:10][C:9](=[O:13])[CH:8]=2)[CH2:6][CH2:5][NH:4][CH2:3][CH2:2]1.[Cl:14][C:15]1[CH:16]=[C:17]([CH3:24])[C:18]([OH:23])=[C:19]([CH:22]=1)[CH:20]=O>>[Cl:14][C:15]1[CH:22]=[C:19]([CH3:20])[C:18]([OH:23])=[C:17]([CH:16]=1)[CH2:24][N:4]1[CH2:5][CH2:6][N:1]([C:7]2[N:12]=[CH:11][NH:10][C:9](=[O:13])[CH:8]=2)[CH2:2][CH2:3]1. Reported procedure: 6-[4-(5-Chloro-2-hydroxy-3-methyl-benzyl)-piperazin-1-yl]-3H-pyrimidin-4-one was prepared using Procedure B from 6-piperazin-1-yl-3H-pyrimidin-4-one (Intermediate 4) and 5-chloro-2-hydroxy-3-methylbenzaldehyde (available from Alfa Aesar, Ward Hill, Mass., USA). 1H NMR (400 MHz, CDCl3) δ 2.19 (s, 3H), 2.58-2.63 (m, 4H), 3.48-3.67 (m, 6H), 5.40 (s, 1H), 6.80-6.81 (m, 1H), 7.03-7.04 (m, 1H), 7.85 (s, 1H), 10.60 (br s, 1H), 12.45 (br s, 1H). Mass spectrum (ES) MH+=335.